Dataset: the Open Reaction Database (ORD), a public repository of structured organic reaction records. Task: describe an organic reaction: reactants, conditions, products, and yield The reactants are ClC1=C(C=C(C=C1)[N+](=O)[O-])CC(=O)O (2-(2-Chloro-5-nitrophenyl)acetic acid), C1=CN(C=N1)C(=O)N2C=CN=C2 (CDI), Cl.CON (O-Methylhydroxylamine hydrochloride). Reported procedure: 2-(2-Chloro-5-nitrophenyl)acetic acid (49.9 mmol) and CDI (59.9 mmol) were dissolved in DMF (300 mL) to give a yellow solution. O-Methylhydroxylamine hydrochloride (59.9 mmol) was added. The mixture was stirred at room temperature for 4 h. The reaction mixture was then concentrated under reduced pressure to approximately 50 mL and diluted with 300 mL of ethyl acetate. The organic layer was washed twice with 250 mL of water. The aqueous layer was then saturated with brine and back-extracted with ... Product: ClC1=C(C=C(C=C1)[N+](=O)[O-])CC(=O)NOC (2-(2-chloro-5-nitrophenyl)-N-methoxyacetamide). As a reaction SMILES: [Cl:1][C:2]1[CH:7]=[CH:6][C:5]([N+:8]([O-:10])=[O:9])=[CH:4][C:3]=1[CH2:11][C:12]([OH:14])=O.C1N=CN(C(N2C=NC=C2)=O)C=1.Cl.[CH3:28][O:29][NH2:30]>CN(C=O)C>[Cl:1][C:2]1[CH:7]=[CH:6][C:5]([N+:8]([O-:10])=[O:9])=[CH:4][C:3]=1[CH2:11][C:12]([NH:30][O:29][CH3:28])=[O:14] |f:2.3|. Run at time 4 hour. Isolated yield 69.0%. Run in CN(C)C=O (DMF).